This data is from the Open Reaction Database (ORD), a public repository of structured organic reaction records. The task is: describe an organic reaction: reactants, conditions, products, and yield As a reaction SMILES: [C:34](=[O:35])([OH:36])[O-:37].[CH2:1]([c:2]1[cH:3][cH:4][cH:5][cH:6][cH:7]1)[O:8][C:9](=[O:10])[CH:11]1[N:12]([S:17](=[O:18])(=[O:19])[c:20]2[cH:21][c:22]3[cH:23][cH:24][cH:25][cH:26][c:27]3[cH:28][cH:29]2)[CH2:13][CH:14]([OH:16])[CH2:15]1.[CH3:30][C:31]([CH3:32])=[CH2:33].[Cl:39][CH2:40][Cl:41].[Na+:38]>>[CH2:1]([c:2]1[cH:3][cH:4][cH:5][cH:6][cH:7]1)[O:8][C:9](=[O:10])[CH:11]1[N:12]([S:17](=[O:18])(=[O:19])[c:20]2[cH:21][c:22]3[cH:23][cH:24][cH:25][cH:26][c:27]3[cH:28][cH:29]2)[CH2:13][CH:14]([O:16][C:31]([CH3:30])([CH3:32])[CH3:33])[CH2:15]1. Starting materials: O=C([O-])O, O=C(OCc1ccccc1)C1CC(O)CN1S(=O)(=O)c1ccc2ccccc2c1, C=C(C)C, ClCCl, [Na+]. Yields the product CC(C)(C)OC1CC(C(=O)OCc2ccccc2)N(S(=O)(=O)c2ccc3ccccc3c2)C1.